From a dataset of the Open Reaction Database (ORD), a public repository of structured organic reaction records. describe an organic reaction: reactants, conditions, products, and yield Starting materials: CI (methyl iodide), CN(C=CC(=O)C1=CC=C(C=C1)NC(CC)=O)C (N-[4-[3-(dimethylamino)-1-oxo-2-propenyl]phenyl]propanamide), [H-].[Na+] (sodium hydride), [H][H] (hydrogen). The solvent is CN(C=O)C (dimethylformamide), CN(C=O)C (dimethylformamide). Reaction conditions: time 1 hour. Product: CN(C=CC(=O)C1=CC=C(C=C1)N(C(CC)=O)C)C (N-[4-[3-(Dimethylamino)-1-oxo-2-propenyl]phenyl]-N-methylpropanamide). Reaction SMILES: [CH3:1][N:2]([CH3:18])[CH:3]=[CH:4][C:5]([C:7]1[CH:12]=[CH:11][C:10]([NH:13][C:14](=[O:17])[CH2:15][CH3:16])=[CH:9][CH:8]=1)=[O:6].[H-].[Na+].[H][H].[CH3:23]I>CN(C)C=O>[CH3:18][N:2]([CH3:1])[CH:3]=[CH:4][C:5]([C:7]1[CH:8]=[CH:9][C:10]([N:13]([CH3:23])[C:14](=[O:17])[CH2:15][CH3:16])=[CH:11][CH:12]=1)=[O:6] |f:1.2|. Reported procedure: A soluton of 3.10 g of N-[4-[3-(dimethylamino)-1-oxo-2-propenyl]phenyl]propanamide in 25 ml dimethylformamide was stirred in an inert atmosphere and 0.60 g of sodium hydride (60% oil suspension) was added. After stirring for 1 hour, the liberation of hydrogen had ceased and a solution of 1.8 g of methyl iodide in 5 ml of dimethylformamide was added portionwise. After stirring for an additional hour, the system was evaporated to remove volatiles and then the reaction mixture was triturated 3 time... Starting materials: Cl (hydrochloric acid), [H-].[Na+] (sodium hydride), BrCC(=O)N (2-bromoacetamide), C(C(C)C)OC1=C(C=CC(=C1)OCC(C)C)C(C=1C=CC(=C(C1)CCC(=O)OCC)OCC(C)C)=NO (ethyl 3-{5-[(2,4-diisobutoxyphenyl)-(hydroxyimino)methyl]-2-isobutoxyphenyl}propanoate). Run in O (water), C(C)(=O)OCC (ethyl acetate), CN(C=O)C (N,N-dimethylformamide). Run at time 30 minute. Yields the product NC(CON=C(C=1C=CC(=C(C1)CCC(=O)OCC)OCC(C)C)C1=C(C=C(C=C1)OCC(C)C)OCC(C)C)=O (ethyl 3-{5-[[(2-amino-2-oxoethoxy)imino](2,4-diisobutoxyphenyl)methyl]-2-isobutoxyphenyl}propanoate). Yield: 49.1%. RXN SMILES: [CH2:1]([O:5][C:6]1[CH:11]=[C:10]([O:12][CH2:13][CH:14]([CH3:16])[CH3:15])[CH:9]=[CH:8][C:7]=1[C:17](=[N:36][OH:37])[C:18]1[CH:19]=[CH:20][C:21]([O:31][CH2:32][CH:33]([CH3:35])[CH3:34])=[C:22]([CH2:24][CH2:25][C:26]([O:28][CH2:29][CH3:30])=[O:27])[CH:23]=1)[CH:2]([CH3:4])[CH3:3].[H-].[Na+].Br[CH2:41][C:42]([NH2:44])=[O:43].Cl>CN(C)C=O.O.C(OCC)(=O)C>[NH2:44][C:42](=[O:43])[CH2:41][O:37][N:36]=[C:17]([C:7]1[CH:8]=[CH:9][C:10]([O:12][CH2:13][CH:14]([CH3:15])[CH3:16])=[CH:11][C:6]=1[O:5][CH2:1][CH:2]([CH3:4])[CH3:3])[C:18]1[CH:19]=[CH:20][C:21]([O:31][CH2:32][CH:33]([CH3:35])[CH3:34])=[C:22]([CH2:24][CH2:25][C:26]([O:28][CH2:29][CH3:30])=[O:27])[CH:23]=1 |f:1.2|. Procedure details: In 5 ml of N,N-dimethylformamide is dissolved 2.0 g of ethyl 3-{5-[(2,4-diisobutoxyphenyl)-(hydroxyimino)methyl]-2-isobutoxyphenyl}propanoate, to which is added 0.19 g of 60% sodium hydride. The mixture thus obtained is stirred at ambient temperature for 30 minutes. Then, 1.07 g of 2-bromoacetamide is added and the mixture thus obtained is stirred at ambient temperature for one hour and further at 80° C. for 15 minutes. The reaction mixture is added to a mixture of ethyl acetate and water, pH is... Starting materials: O=C([O-])[O-], CC(C)c1ccc(N(Cc2ccc(N(C)C)cc2)C(=O)C2CCCc3cc(O)ccc32)cc1, CN(C)C=O, CN(C)CCCl, Cl, [K+], [K+]. Product: CC(C)c1ccc(N(Cc2ccc(N(C)C)cc2)C(=O)C2CCCc3cc(OCCN(C)C)ccc32)cc1. RXN SMILES: [C:41](=[O:42])([O-:43])[O-:44].[CH3:1][N:2]([c:3]1[cH:4][cH:5][c:6]([CH2:9][N:10]([C:11](=[O:12])[CH:13]2[CH2:14][CH2:15][CH2:16][c:17]3[cH:18][c:19]([OH:23])[cH:20][cH:21][c:22]32)[c:24]2[cH:25][cH:26][c:27]([CH:30]([CH3:31])[CH3:32])[cH:28][cH:29]2)[cH:7][cH:8]1)[CH3:33].[CH3:47][N:48]([CH3:49])[CH:50]=[O:51].[Cl:35][CH2:36][CH2:37][N:38]([CH3:39])[CH3:40].[ClH:34].[K+:45].[K+:46]>>[CH3:1][N:2]([c:3]1[cH:4][cH:5][c:6]([CH2:9][N:10]([C:11](=[O:12])[CH:13]2[CH2:14][CH2:15][CH2:16][c:17]3[cH:18][c:19]([O:23][CH2:36][CH2:37][N:38]([CH3:39])[CH3:40])[cH:20][cH:21][c:22]32)[c:24]2[cH:25][cH:26][c:27]([CH:30]([CH3:31])[CH3:32])[cH:28][cH:29]2)[cH:7][cH:8]1)[CH3:33]. Reactants: CC(CCBr)C (3-methyl-1-bromo-butane), N(=O)N1CCNCC1 (N-nitroso-piperazine), C([O-])([O-])=O.[K+].[K+] (potassium carbonate), [I-].[K+] (potassium iodide). The solvent is CN(C=O)C (dimethyl formamide). Product: CC(CCN1CCN(CC1)N=O)C (N-(3-methylbutyl)-N'-nitroso piperazine). As a reaction SMILES: [CH3:1][CH:2]([CH3:6])[CH2:3][CH2:4]Br.[N:7]([N:9]1[CH2:14][CH2:13][NH:12][CH2:11][CH2:10]1)=[O:8].C(=O)([O-])[O-].[K+].[K+].[I-].[K+]>CN(C)C=O>[CH3:1][CH:2]([CH3:6])[CH2:3][CH2:4][N:12]1[CH2:13][CH2:14][N:9]([N:7]=[O:8])[CH2:10][CH2:11]1 |f:2.3.4,5.6|. Reported procedure: A mixture of 3-methyl-1-bromo-butane (3.94 g.), N-nitroso-piperazine (3 g.), anhydrous potassium carbonate (3.6 g.) and a small crystal of potassium iodide in dimethyl formamide was heated at 100° for 2 hours. Solvent was removed under reduced pressure and the residue dissolved in ether and water. The ether extract was separated, dried and evaporated to give an oil which was adsorbed on silica gel. Elution with ethyl acetate gave N-(3-methylbutyl)-N'-nitroso piperazine, further purified by disso... The reactants are C1CCOC1, COC(=O)c1ccc2cncn2c1Cl, C[Si](C)(C)[N-][Si](C)(C)C, Nc1ccc(C2CC2)cc1F, [Li+]. Product: COC(=O)c1ccc2cncn2c1Nc1ccc(C2CC2)cc1F. As a reaction SMILES: [CH2:36]1[O:37][CH2:38][CH2:39][CH2:40]1.[CH3:12][O:13][C:14](=[O:15])[c:16]1[cH:17][cH:18][c:19]2[n:20]([c:21]1[Cl:22])[cH:23][n:24][cH:25]2.[CH3:26][Si:27]([N-:28][Si:29]([CH3:30])([CH3:31])[CH3:32])([CH3:33])[CH3:34].[F:1][c:2]1[c:3]([NH2:4])[cH:5][cH:6][c:7]([CH:9]2[CH2:10][CH2:11]2)[cH:8]1.[Li+:35]>>[F:1][c:2]1[c:3]([NH:4][c:21]2[c:16]([C:14]([O:13][CH3:12])=[O:15])[cH:17][cH:18][c:19]3[n:20]2[cH:23][n:24][cH:25]3)[cH:5][cH:6][c:7]([CH:9]2[CH2:10][CH2:11]2)[cH:8]1. The reactants are FC1=CC=C(C=C1)[N+](=O)[O-] (4-Fluoronitrobenzene), C([O-])([O-])=O.[K+].[K+] (potassium carbonate), CN(C(=O)[C@@H]1NCCC1)C ((R)-pyrrolidine-2-carboxylic acid dimethylamide). The solvent is C(C)#N (acetonitrile). The product is CN(C(=O)[C@@H]1N(CCC1)C1=CC=C(C=C1)[N+](=O)[O-])C ((R)-1-(4-Nitro-phenyl)-pyrrolidine-2-carboxylic acid dimethylamide). Reaction SMILES: F[C:2]1[CH:7]=[CH:6][C:5]([N+:8]([O-:10])=[O:9])=[CH:4][CH:3]=1.C(=O)([O-])[O-].[K+].[K+].[CH3:17][N:18]([CH3:26])[C:19]([C@H:21]1[CH2:25][CH2:24][CH2:23][NH:22]1)=[O:20]>C(#N)C>[CH3:17][N:18]([CH3:26])[C:19]([C@H:21]1[CH2:25][CH2:24][CH2:23][N:22]1[C:2]1[CH:7]=[CH:6][C:5]([N+:8]([O-:10])=[O:9])=[CH:4][CH:3]=1)=[O:20] |f:1.2.3|. Reported procedure: 4-Fluoronitrobenzene (0.47 g, 3.34 mmol), potassium carbonate (1.39, 10 mmol) and (R)-pyrrolidine-2-carboxylic acid dimethylamide (0.50, 3.52 mmol) were pre-mixed in acetonitrile (40 ml) and heated at reflux for 36 hours. The reaction was quenched with saturated ammonium chloride (40 ml), extracted with DCM (2×100 ml), dried and solvent removed in vacuo to yield the title compound as a yellow solid. Ether was added and the solid was stirred, filtered and dried (0.85 g, 96%). M/z 264.